Dataset: the Open Reaction Database (ORD), a public repository of structured organic reaction records. Task: describe an organic reaction: reactants, conditions, products, and yield Starting materials: IC1=NN(C=C1CN(CCNC(OC(C)(C)C)=O)C)C1OCCCC1 (tert-butyl N-[2-([[3-iodo-1-(oxan-2-yl)-1H-pyrazol-4-yl]methyl](methyl)amino)ethyl]carbamate), CC=1C=C(C=C(C1OC(C)C)C)B(O)O ([3,5-dimethyl-4-(propan-2-yloxy)phenyl]boronic acid), [O-]P(=O)([O-])[O-].[K+].[K+].[K+] (K3PO4), COCCOC (ethylene glycol dimethyl ether). Reagents/catalysts: CC(C)(C)P([C]1[CH][CH][CH][CH]1)C(C)(C)C.CC(C)(C)P([C]1[CH][CH][CH][CH]1)C(C)(C)C.Cl[Pd]Cl.[Fe] ([1,1′-Bis(di-tert-butylphosphino)ferrocene]dichloropalladium(II)). The solvent is O (water), ClCCl (dichloromethane). Reaction conditions: temperature 85 celsius, time 8 hour. Yields the product CC=1C=C(C=C(C1OC(C)C)C)C=1C(=CN(C1)C1OCCCC1)CN(CCNC(OC(C)(C)C)=O)C (tert-butyl N-[2-[([4-[3,5-dimethyl-4-(propan-2-yloxy)phenyl]-1-(oxan-2-yl)-1H-pyrrol-3-yl]methyl)(methyl)amino]ethyl]carbamate). Reaction SMILES: I[C:2]1[C:6]([CH2:7][N:8]([CH3:19])[CH2:9][CH2:10][NH:11][C:12](=[O:18])[O:13][C:14]([CH3:17])([CH3:16])[CH3:15])=[CH:5][N:4]([CH:20]2[CH2:25][CH2:24][CH2:23][CH2:22][O:21]2)N=1.[CH3:26][C:27]1[CH:28]=[C:29](B(O)O)[CH:30]=[C:31]([CH3:37])[C:32]=1[O:33][CH:34]([CH3:36])[CH3:35].[O-]P([O-])([O-])=O.[K+].[K+].[K+].[CH3:49]OCCOC>O.ClCCl.CC(P(C(C)(C)C)[C]1[CH][CH][CH][CH]1)(C)C.CC(P(C(C)(C)C)[C]1[CH][CH][CH][CH]1)(C)C.Cl[Pd]Cl.[Fe]>[CH3:26][C:27]1[CH:28]=[C:29]([C:2]2[C:6]([CH2:7][N:8]([CH3:19])[CH2:9][CH2:10][NH:11][C:12](=[O:18])[O:13][C:14]([CH3:17])([CH3:16])[CH3:15])=[CH:5][N:4]([CH:20]3[CH2:25][CH2:24][CH2:23][CH2:22][O:21]3)[CH:49]=2)[CH:30]=[C:31]([CH3:37])[C:32]=1[O:33][CH:34]([CH3:36])[CH3:35] |f:2.3.4.5,9.10.11.12,^1:65,66,67,68,69,79,80,81,82,83|. Procedure: A mixture of tert-butyl N-[2-([[3-iodo-1-(oxan-2-yl)-1H-pyrazol-4-yl]methyl](methyl)amino)ethyl]carbamate (500 mg, 1.08 mmol, 1.00 equiv), [3,5-dimethyl-4-(propan-2-yloxy)phenyl]boronic acid (672 mg, 3.23 mmol, 3.00 equiv), [1,1′-Bis(di-tert-butylphosphino)ferrocene]dichloropalladium(II) (70 mg, 0.11 mmol, 0.10 equiv) and K3PO4 (680 mg, 3.21 mmol, 2.98 equiv) in ethylene glycol dimethyl ether (6 mL) and water (0.2 mL) was stirred overnight at 85° C. The reaction was cooled to room temperature, d... Starting materials: CS(=O)(=O)c1cc(Br)ccc1CN1C(=O)c2ccccc2C1=O, CCO, NN, O. Yields the product CS(=O)(=O)c1cc(Br)ccc1CN. Reaction SMILES: [Br:1][c:2]1[cH:3][c:4]([S:20](=[O:21])(=[O:22])[CH3:23])[c:5]([CH2:6][N:7]2[C:8](=[O:9])[c:10]3[c:11]([cH:12][cH:13][cH:14][cH:15]3)[C:16]2=[O:17])[cH:18][cH:19]1.[CH3:27][CH2:28][OH:29].[NH2:25][NH2:26].[OH2:24]>>[Br:1][c:2]1[cH:3][c:4]([S:20](=[O:21])(=[O:22])[CH3:23])[c:5]([CH2:6][NH2:7])[cH:18][cH:19]1. Starting materials: CC1(OB(OC1(C)C)C=1C=NNC1)C (4-(4,4,5,5-tetramethyl-1,3,2-dioxaborolan-2-yl)-1H-pyrazole), tetrakistriphenylphosphine palladium (0), BrC=1C=NC=CC1OC1=CC(=C(C=C1F)NC(=O)C=1C(N(C=CC1OCC)C1=CC=C(C=C1)F)=O)F (N-(4-(3-bromopyridin-4-yloxy)-2,5-difluorophenyl)-4-ethoxy-1-(4-fluorophenyl)-2-oxo-1,2-dihydropyridine-3-carboxamide), CC1(OB(OC1(C)C)C=1C=NNC1)C (4-(4,4,5,5-tetramethyl-1,3,2-dioxaborolan-2-yl)-1H-pyrazole), C([O-])([O-])=O.[K+].[K+] (potassium carbonate), tetrakistriphenylphosphine palladium (0). Run in O (water), O1CCOCC1 (dioxane). Conditions: temperature 85 celsius. The product is N1N=CC(=C1)C=1C=NC=CC1OC1=CC(=C(C=C1F)NC(=O)C=1C(N(C=CC1OCC)C1=CC=C(C=C1)F)=O)F (N-(4-(3-(1H-pyrazol-4-yl)pyridin-4-yloxy)-2,5-difluorophenyl)-4-ethoxy-1-(4-fluorophenyl)-2-oxo-1,2-dihydropyridine-3-carboxamide). Isolated yield 57.0%. Reaction SMILES: Br[C:2]1[CH:3]=[N:4][CH:5]=[CH:6][C:7]=1[O:8][C:9]1[C:14]([F:15])=[CH:13][C:12]([NH:16][C:17]([C:19]2[C:20](=[O:35])[N:21]([C:28]3[CH:33]=[CH:32][C:31]([F:34])=[CH:30][CH:29]=3)[CH:22]=[CH:23][C:24]=2[O:25][CH2:26][CH3:27])=[O:18])=[C:11]([F:36])[CH:10]=1.CC1(C)C(C)(C)OB([C:45]2[CH:46]=[N:47][NH:48][CH:49]=2)O1.C(=O)([O-])[O-].[K+].[K+]>O1CCOCC1.O>[NH:47]1[CH:46]=[C:45]([C:2]2[CH:3]=[N:4][CH:5]=[CH:6][C:7]=2[O:8][C:9]2[C:14]([F:15])=[CH:13][C:12]([NH:16][C:17]([C:19]3[C:20](=[O:35])[N:21]([C:28]4[CH:33]=[CH:32][C:31]([F:34])=[CH:30][CH:29]=4)[CH:22]=[CH:23][C:24]=3[O:25][CH2:26][CH3:27])=[O:18])=[C:11]([F:36])[CH:10]=2)[CH:49]=[N:48]1 |f:2.3.4|. Procedure: In a sealed tube, N-(4-(3-bromopyridin-4-yloxy)-2,5-difluorophenyl)-4-ethoxy-1-(4-fluorophenyl)-2-oxo-1,2-dihydropyridine-3-carboxamide (0.124 g, 0.221 mmol), 4-(4,4,5,5-tetramethyl-1,3,2-dioxaborolan-2-yl)-1H-pyrazole (0.064 g, 0.332 mmol), potassium carbonate (0.092 g, 0.664 mmol), and tetrakistriphenylphosphine palladium (0) (0.026 g, 0.022 mmol) were suspended in dioxane (6 mL) and water (1.5 mL). The mixture was degassed with Ar and heated at 85° C. overnight. Additional 4-(4,4,5,5-tetramet... Starting materials: CC=1C=C(C=CC1[N+](=O)[O-])N1N=CN=C1 (1-(3-methyl-4-nitrophenyl)-1,2,4-triazole). The reagents and catalysts are [Pd] (Pd/C). Run in C(C)O (ethanol). Run at time 5 hour. Yields the product N1(N=CN=C1)C1=CC(=C(N)C=C1)C (4-(1,2,4-Triazol-1-yl)-2-methylaniline). Yield: 99.6%. Reaction SMILES: [CH3:1][C:2]1[CH:3]=[C:4]([N:11]2[CH:15]=[N:14][CH:13]=[N:12]2)[CH:5]=[CH:6][C:7]=1[N+:8]([O-])=O>C(O)C.[Pd]>[N:11]1([C:4]2[CH:5]=[CH:6][C:7]([NH2:8])=[C:2]([CH3:1])[CH:3]=2)[CH:15]=[N:14][CH:13]=[N:12]1. Reported procedure: A mixture of 1-(3-methyl-4-nitrophenyl)-1,2,4-triazole (D61, 1.0 g), 10% Pd/C (200 mg) in ethanol (50 ml) was hydrogenated at ambient temperature and pressure for 5 hours. The reaction mixture was filtered through kieselguhr and the filtrate evaporated to leave the title compound (0.85 g, 98%) which was used directly in the next stage. The reactants are C(CCCCCCCCC)(=O)Cl (decanoyl chloride), Cl.COC(CN)=O (glycine methyl ester hydrochloride), CCN(C(C)C)C(C)C (DIPEA). The solvent is C(Cl)Cl (methylene chloride), C(Cl)Cl (methylene chloride). Reaction conditions: time 60 minute. Product: C(CCCCCCCCC)NCC(=O)O (n-Decylglycine), ( 96 ). The yield is 92.3%. As a reaction SMILES: [C:1](Cl)(=O)[CH2:2][CH2:3][CH2:4][CH2:5][CH2:6][CH2:7][CH2:8][CH2:9][CH3:10].Cl.C[O:15][C:16](=[O:19])[CH2:17][NH2:18].CCN(C(C)C)C(C)C>C(Cl)Cl>[CH2:1]([NH:18][CH2:17][C:16]([OH:19])=[O:15])[CH2:2][CH2:3][CH2:4][CH2:5][CH2:6][CH2:7][CH2:8][CH2:9][CH3:10] |f:1.2|. Reported procedure: To a solution of decanoyl chloride (5) (2.7 mL, 13 mmol, 1.0 eq) in methylene chloride (20 mL) in an ice/acetone bath was added a mixture of glycine methyl ester hydrochloride (91) (2.0 g, 16 mmol, 1.2 eq) and DIPEA (5.1 mL, 29 mmol, 2.2 eq) in methylene chloride (20 mL) dropwise. The reaction was stirred a further 60 min after complete addition, then washed with 3N hydrochloric acid (50 mL) twice, followed by saturated sodium bicarbonate (50 mL). The organics were dried over magnesium sulfate a... Reactants: [C@@H]1(CCC2=CC=CC=C12)N(C(OC(C)(C)C)=O)C (tert-butyl(1S)-2,3-dihydro-1H-inden-1-yl(methyl)carbamate), Cl (hydrochloric acid). Run in CO (MeOH). Reaction conditions: time 8 hour. Product: Cl.CN[C@H]1CCC2=CC=CC=C12 ((1S)-N-Methylindan-1-amine, hydrochloride salt). Reaction SMILES: [C@@H:1]1([N:10](C)[C:11](=O)OC(C)(C)C)[C:9]2[C:4](=[CH:5][CH:6]=[CH:7][CH:8]=2)[CH2:3][CH2:2]1.[ClH:19]>CO>[ClH:19].[CH3:11][NH:10][C@@H:1]1[C:9]2[C:4](=[CH:5][CH:6]=[CH:7][CH:8]=2)[CH2:3][CH2:2]1 |f:3.4|. Procedure: To a solution of tert-butyl(1S)-2,3-dihydro-1H-inden-1-yl(methyl)carbamate (1.84 g, 7.44 mmol) in MeOH (50.0 mL) under an atmosphere of nitrogen was added hydrochloric acid (6.00 mL, 72.4 mmol) and the mixture was stirred overnight. The reaction was concentrated in vacuo to afford the title compound as a white solid without further purification (1.35 g, 99%). LC/MS: Rt=0.85 min, ES+ 148 (AA standard).